From a dataset of the Open Reaction Database (ORD), a public repository of structured organic reaction records. describe an organic reaction: reactants, conditions, products, and yield Reactants: C(C)OC(=O)[C@H]1[C@@H](N(CC1)C(=O)OC(C)(C)C)C1=CC=CC=C1 (trans-2-Phenyl-pyrrolidine-1,3-dicarboxylic acid 1-tert-butyl ester 3-ethyl ester), [OH-].[Na+] (NaOH). Solvent: CO (methanol). The product is C(C)(C)(C)OC(=O)N1[C@H]([C@@H](CC1)C(=O)O)C1=CC=CC=C1 (trans-2-Phenyl-pyrrolidine-1,3-dicarboxylic acid 1-tert-butyl ester). Yield: 93.5%. As a reaction SMILES: C([O:3][C:4]([C@@H:6]1[CH2:10][CH2:9][N:8]([C:11]([O:13][C:14]([CH3:17])([CH3:16])[CH3:15])=[O:12])[C@H:7]1[C:18]1[CH:23]=[CH:22][CH:21]=[CH:20][CH:19]=1)=[O:5])C.[OH-].[Na+]>CO>[C:14]([O:13][C:11]([N:8]1[CH2:9][CH2:10][C@@H:6]([C:4]([OH:5])=[O:3])[C@@H:7]1[C:18]1[CH:23]=[CH:22][CH:21]=[CH:20][CH:19]=1)=[O:12])([CH3:17])([CH3:15])[CH3:16] |f:1.2|. Procedure: trans-2-Phenyl-pyrrolidine-1,3-dicarboxylic acid 1-tert-butyl ester 3-ethyl ester (obtained from preparatory example 3) (0.68 g, 2.13 mmol) was stirred in a solution of 10.5 mL of 1M NaOH and 10.5 mL of methanol at rt for 2 days. The mixture was concentrated, acidified with 6 M HCl (aq) to pH ˜2, and extracted 3× with CH2Cl2. The combined extracts were dried through cotton, and concentrated. Silica gel chromatography eluting with hexanes/ethyl acetate (1:1) gave 0.58 g of a colorless oil. Crysta... The reactants are C1(CCCCC1)C1(O[C@@H]([C@H](O1)C)C)CN ([(4R, 5R)-2-cyclohexyl-4,5-dimethyldioxolan-2-yl]methylamine), CC(C)C1=C(C(=CC=C1)C(C)C)N=C=O (2,6-bis(1-methylethyl)phenylisocyanate). Solvent: C(C)OC(C)=O (ethylacetate). Reaction conditions: time 2 hour. Product: CC(C)C1=C(C(=CC=C1)C(C)C)NC(=O)NCC1(O[C@@H]([C@H](O1)C)C)C1CCCCC1 (N-[2,6-bis(1-methylethyl)phenyl]-N'-[(4R,5R)-2-cyclohexyl-4,5-dimethyl-dioxolan-2-yl]methylurea). Yield: 8.3%. As a reaction SMILES: [CH:1]1([C:7]2([CH2:14][NH2:15])[O:11][C@H:10]([CH3:12])[C@@H:9]([CH3:13])[O:8]2)[CH2:6][CH2:5][CH2:4][CH2:3][CH2:2]1.[CH3:16][CH:17]([C:19]1[CH:24]=[CH:23][CH:22]=[C:21]([CH:25]([CH3:27])[CH3:26])[C:20]=1[N:28]=[C:29]=[O:30])[CH3:18]>C(OC(=O)C)C>[CH3:18][CH:17]([C:19]1[CH:24]=[CH:23][CH:22]=[C:21]([CH:25]([CH3:26])[CH3:27])[C:20]=1[NH:28][C:29]([NH:15][CH2:14][C:7]1([CH:1]2[CH2:2][CH2:3][CH2:4][CH2:5][CH2:6]2)[O:11][C@H:10]([CH3:12])[C@@H:9]([CH3:13])[O:8]1)=[O:30])[CH3:16]. Procedure details: To a stirred solution of [(4R, 5R)-2-cyclohexyl-4,5-dimethyldioxolan-2-yl]methylamine (2.13 g 0.100 mole) in 40 ml of ethylacetate is added dropwise at room temperature 2,6-bis(1-methylethyl)phenylisocyanate (1.94 g 0.105 mole). The reaction mixture is stirred at room temperature for two hours. Volatiles are removed under reduced pressure and the residue is crystallized from ethylacetate/n-hexane, yielding 3.45 g of N-[2,6-bis(1-methylethyl)phenyl]-N'-[(4R,5R)-2-cyclohexyl-4,5-dimethyl-dioxolan-... RXN SMILES: [CH2:20]1[O:21][CH2:22][CH2:23][CH2:24]1.[CH3:16][NH2:17].[CH3:1][O:2][CH2:3][CH2:4][O:5][CH2:6][O:7][c:8]1[cH:9][c:10]([CH:11]=[O:12])[cH:13][cH:14][cH:15]1.[H:18][H:19]>>[CH3:1][O:2][CH2:3][CH2:4][O:5][CH2:6][O:7][c:8]1[cH:9][c:10]([CH2:11][NH:17][CH3:16])[cH:13][cH:14][cH:15]1. Product: CNCc1cccc(OCOCCOC)c1. Starting materials: C1CCOC1, CN, COCCOCOc1cccc(C=O)c1, [H][H].